From a dataset of the Open Reaction Database (ORD), a public repository of structured organic reaction records. describe an organic reaction: reactants, conditions, products, and yield The reactants are CC=1N=CN2C1C=C(CC2)C(=O)OCC (Ethyl 1-methyl-5,6-dihydroimidazo[1,5-a]pyridine-7-carboxylate), paradium-carbon. The solvent is CO (methanol). The product is CC=1N=CN2C1CC(CC2)C(=O)OCC (ethyl 1-methyl-5,6,7,8-tetrahydroimidazo[1,5-a]pyridine-7-carboxylate). Isolated yield 97.9%. RXN SMILES: [CH3:1][C:2]1[N:3]=[CH:4][N:5]2[CH2:10][CH2:9][C:8]([C:11]([O:13][CH2:14][CH3:15])=[O:12])=[CH:7][C:6]=12>CO>[CH3:1][C:2]1[N:3]=[CH:4][N:5]2[CH2:10][CH2:9][CH:8]([C:11]([O:13][CH2:14][CH3:15])=[O:12])[CH2:7][C:6]=12. Procedure: Ethyl 1-methyl-5,6-dihydroimidazo[1,5-a]pyridine-7-carboxylate (0.90 g) was subjected to catalytic reduction in 30 ml methanol at room temperature for ten hours by using 0.02 g of 5% paradium-carbon as the catalyst. The reaction mixture was filtered, the filtrate was concentrated to dryness under reduced pressure, ethyl acetate was added to the residue, and the resulting mixture was extracted with 0.5N-HCl. The aqueous layer collected was alkalized by addition of potassium carbonate and then ext... Starting materials: NC1=CC=CC=C1 (aniline), C(C)(C)(C)ON=O (t-butylnitrite), C(C)(C)(C)ON=O (t-butylnitrite), C(C=C)Br (allyl bromide), [N+](=O)([O-])C1=CC=C(N)C=C1 (4-nitroaniline). Run in CC#N (CH3CN). Reaction conditions: temperature 35 celsius, time 1 hour. The product is C(C=C)C1=CC=C(C=C1)[N+](=O)[O-] (4-allylnitrobenzene). Isolated yield 67.4%. Reaction SMILES: [C:1](ON=O)(C)([CH3:3])[CH3:2].C(Br)C=C.[N+:12]([C:15]1[CH:21]=[CH:20][C:18](N)=[CH:17][CH:16]=1)([O-:14])=[O:13].NC1C=CC=CC=1>CC#N>[CH2:3]([C:18]1[CH:20]=[CH:21][C:15]([N+:12]([O-:14])=[O:13])=[CH:16][CH:17]=1)[CH:1]=[CH2:2]. Procedure: To a solution of t-butylnitrite (535 μl, 4.5 mmol) and allyl bromide (3.9 ml, 45.0 mmol) in CH3CN (30 ml), 4-nitroaniline (414 mg, 3.0 mmol) was added during 20 minutes, while maintaining the temperature of the reaction mixture at 34-36° C. At the end of the addition of the aniline, extra t-butylnitrite (180 μl, 1.5 mmol) was added to the reaction mixture which then was stirred at 35° C. for one hour. The volatile material in the reaction mixture was removed at reduced pressure. Column chromatog... Starting materials: C(CC)(=O)C1=C(C(=CC=2CCCCC12)CNC(C)=O)O (1-Propionyl-3-acetylaminomethyl-5,6,7,8-tetrahydro-2-naphthol), Cl (hydrochloric acid). The solvent is CO (methanol). Yields the product Cl.C(CC)(=O)C1=C(C(=CC=2CCCCC12)CN)O (1-Propionyl-3-aminomethyl-5,6,7,8-tetrahydro-2-naphthol hydrochloride). RXN SMILES: [C:1]([C:5]1[C:14]2[CH2:13][CH2:12][CH2:11][CH2:10][C:9]=2[CH:8]=[C:7]([CH2:15][NH:16]C(=O)C)[C:6]=1[OH:20])(=[O:4])[CH2:2][CH3:3].[ClH:21]>CO>[ClH:21].[C:1]([C:5]1[C:14]2[CH2:13][CH2:12][CH2:11][CH2:10][C:9]=2[CH:8]=[C:7]([CH2:15][NH2:16])[C:6]=1[OH:20])(=[O:4])[CH2:2][CH3:3] |f:3.4|. Procedure details: To 400 mg of the compound obtained in Example 4 (a) above were added 2 ml of methanol and 1 ml of concentrated hydrochloric acid followed by refluxing for 15 hours. The mixture was concentrated, and the residue was washed with diethyl ether and dissolved in methanol. Activated carbon was added to the solution which was then filtered. Diethyl ether was added to the filtrate and the precipitated crystals were filtered to obtain 160 mg of the title compound having the following physical properties. Starting materials: CCNc1ccc2c(c1)C(C(C)C)=CCC2(C)C, Cc1ccccc1, O=C(O)c1ccc(F)nc1. Yields the product CCN(c1ccc2c(c1)C(C(C)C)=CCC2(C)C)c1ccc(C(=O)O)cn1. RXN SMILES: [CH2:1]([CH3:2])[NH:3][c:4]1[cH:5][c:6]2[c:11]([cH:12][cH:13]1)[C:10]([CH3:14])([CH3:15])[CH2:9][CH:8]=[C:7]2[CH:16]([CH3:17])[CH3:18].[CH3:29][c:30]1[cH:31][cH:32][cH:33][cH:34][cH:35]1.[F:19][c:20]1[n:21][cH:22][c:23]([C:24](=[O:25])[OH:26])[cH:27][cH:28]1>>[CH2:1]([CH3:2])[N:3]([c:4]1[cH:5][c:6]2[c:11]([cH:12][cH:13]1)[C:10]([CH3:14])([CH3:15])[CH2:9][CH:8]=[C:7]2[CH:16]([CH3:17])[CH3:18])[c:20]1[n:21][cH:22][c:23]([C:24](=[O:25])[OH:26])[cH:27][cH:28]1. The reactants are CC(=O)[O-], CC(=O)CC(C)=O, CC(=O)O, CCO, Cl, O=N[O-], [Na+], [Na+], Nc1ccc(N2CCOCC2)cc1, O. The product is CC(=O)C(=NNc1ccc(N2CCOCC2)cc1)C(C)=O. As a reaction SMILES: [CH3:19][C:20](=[O:21])[O-:22].[CH3:23][C:24](=[O:25])[CH2:26][C:27]([CH3:28])=[O:29].[CH3:30][C:31](=[O:32])[OH:33].[CH3:36][CH2:37][OH:38].[ClH:34].[N:14]([O-:15])=[O:16].[Na+:17].[Na+:18].[O:1]1[CH2:2][CH2:3][N:4]([c:7]2[cH:8][cH:9][c:10]([NH2:11])[cH:12][cH:13]2)[CH2:5][CH2:6]1.[OH2:35]>>[O:1]1[CH2:2][CH2:3][N:4]([c:7]2[cH:8][cH:9][c:10]([NH:11][N:14]=[C:26]([C:24]([CH3:23])=[O:25])[C:27]([CH3:28])=[O:29])[cH:12][cH:13]2)[CH2:5][CH2:6]1. Reactants: CC(=O)C.OS(=O)(=O)O.O=[Cr](=O)=O (Jones reagent), C(C1=CC=CC=C1)O[C@@H](CCO)CCCCCCCCCCC ((R)-3-Benzyloxy-1-tetradecanol), alcohol. The solvent is CC(=O)C (acetone). Product: C(C1=CC=CC=C1)O[C@@H](CC(=O)O)CCCCCCCCCCC ((R)-3-Benzyloxytetradecanoic acid). RXN SMILES: CC(C)=[O:3].OS(O)(=O)=O.O=[Cr](=O)=O.[CH2:14]([O:21][C@H:22]([CH2:26][CH2:27][CH2:28][CH2:29][CH2:30][CH2:31][CH2:32][CH2:33][CH2:34][CH2:35][CH3:36])[CH2:23][CH2:24][OH:25])[C:15]1[CH:20]=[CH:19][CH:18]=[CH:17][CH:16]=1>CC(C)=O>[CH2:14]([O:21][C@H:22]([CH2:26][CH2:27][CH2:28][CH2:29][CH2:30][CH2:31][CH2:32][CH2:33][CH2:34][CH2:35][CH3:36])[CH2:23][C:24]([OH:3])=[O:25])[C:15]1[CH:20]=[CH:19][CH:18]=[CH:17][CH:16]=1 |f:0.1.2|. Procedure details: Jones reagent was added in portions to a mixture of alcohol 46 (3.23 g, 10.1 mmol) in acetone (50 mL) at 0° C. until the alcohol was consumed. The mixture was partitioned between 0.1M HCl (100 mL) and ethyl acetate (400 mL), and the organic phases were washed with brine (100 mL), dried, and concentrated in vacuo. The product was purified by flash chromatography to give compound 47 as an oil (Rf 0.38, silica, 25% ethyl acetate in hexane, 2.09 g, 62%).